From a dataset of the Open Reaction Database (ORD), a public repository of structured organic reaction records. describe an organic reaction: reactants, conditions, products, and yield The reactants are CC1([C@H]2CCCN[C@H]2CC2=C1C=C(C=C2)O)C (cis-1,2,3,4,4a,5,10,10a-octahydro-5,5-dimethylbenzo[g]quinolin-7-ol), C([O-])(O)=O.[Na+] (sodium bicarbonate), CC(CCl)=C (2-methyl-2-propenyl chloride). The solvent is CN(C=O)C (N,N-dimethylformamide). Yields the product CC(CN1CCC[C@@H]2C(C3=C(C[C@H]12)C=CC(=C3)O)(C)C)=C (cis-1,2,3,4,4a,5,10,10a-octahydro-1-(2-methyl-2-propenyl)-5,5-dimethylbenzo[g]quinolin-7-ol). RXN SMILES: [CH3:1][C:2]1([CH3:17])[C:11]2[CH:12]=[C:13]([OH:16])[CH:14]=[CH:15][C:10]=2[CH2:9][C@H:8]2[C@@H:3]1[CH2:4][CH2:5][CH2:6][NH:7]2.C(=O)(O)[O-].[Na+].[CH3:23][C:24](=[CH2:27])[CH2:25]Cl>CN(C)C=O>[CH3:25][C:24](=[CH2:23])[CH2:27][N:7]1[C@@H:8]2[C@@H:3]([C:2]([CH3:17])([CH3:1])[C:11]3[CH:12]=[C:13]([OH:16])[CH:14]=[CH:15][C:10]=3[CH2:9]2)[CH2:4][CH2:5][CH2:6]1 |f:1.2|. Reported procedure: A mixture of 6.92 g. of cis-1,2,3,4,4a,5,10,10a-octahydro-5,5-dimethylbenzo[g]quinolin-7-ol, 2.52 g. of sodium bicarbonate, 2.98 g. of 2-methyl-2-propenyl chloride, and 60 ml. of N,N-dimethylformamide was stirred and refluxed for 1 hour. The reaction mixture was worked up in a manner similar to that described above in Example 11 to yield crude cis-1,2,3,4,4a,5,10,10a-octahydro-1-(2-methyl-2-propenyl)-5,5-dimethylbenzo[g]quinolin-7-ol. A 1.7 g. portion of the partially purified base was chromatog...